This data is from the Open Reaction Database (ORD), a public repository of structured organic reaction records. The task is: describe an organic reaction: reactants, conditions, products, and yield The reagents and catalysts are C(C)(=O)[O-].[Pd+2].C(C)(=O)[O-] (palladium acetate). Procedure: 0.0561 g (0.25 millimol) of palladium acetate, 5.76 g (25 millimols) of pentafluorobenzoyl chloride, 2.50 g (25 millimols) of ethyl acrylate and 2.88 g (25 millimols) of N-ethylmorpholine, in 100 ml of xylene, are stirred for 6.5 hours at 130° C. The crude product is distilled in vacuo. 3.9 g (59% of theory) of a colourless liquid (which distils at 61°-64° C./12 Pa) are obtained. Analysis for C11H7F5O2 : calculated C 49.64%, H 2.65%, F 35.69%; found C 49.76%, H 2.72%, F 35.90%. Run in C=1(C(=CC=CC1)C)C (xylene). Reactants: FC1=C(C(=C(C(=C1C(=O)Cl)F)F)F)F (pentafluorobenzoyl chloride), C(C=C)(=O)OCC (ethyl acrylate), C(C)N1CCOCC1 (N-ethylmorpholine). The product is FC1=C(C(=C(C(=C1C=CC(=O)OCC)F)F)F)F (Ethyl pentafluorocinnamate). As a reaction SMILES: [F:1][C:2]1[C:7]([C:8](Cl)=O)=[C:6]([F:11])[C:5]([F:12])=[C:4]([F:13])[C:3]=1[F:14].[C:15]([O:19][CH2:20][CH3:21])(=[O:18])[CH:16]=C.C(N1CCOCC1)C>C1(C)C(C)=CC=CC=1.C([O-])(=O)C.[Pd+2].C([O-])(=O)C>[F:1][C:2]1[C:7]([CH:8]=[CH:16][C:15]([O:19][CH2:20][CH3:21])=[O:18])=[C:6]([F:11])[C:5]([F:12])=[C:4]([F:13])[C:3]=1[F:14] |f:4.5.6|. Starting materials: C1(CC1)N1C=C(C(C2=CC(=C(C(=C12)F)N1C[C@H](CC1)NC(=O)OC(C)(C)C)F)=O)C(=O)OCC ((S)-1-cyclopropyl-7-[3-[[(1,1-dimethylethoxy)carbonyl]amino]-1-pyrrolidinyl]-6,8-difluoro-1,4-dihydro-4-oxo-3-quinoline carboxylic acid, ethyl ester). Run in FC(C(=O)O)(F)F (trifluoroacetic acid). The product is N[C@@H]1CN(CC1)C1=C(C=C2C(C(=CN(C2=C1F)C1CC1)C(=O)OCC)=O)F ((S)-7-[3-(Amino)-1-pyrrolidinyl]-1-cyclopropyl-6,8-difluoro-1,4-dihydro-4-oxo-3-quinolinecarboxylic acid, ethyl ester). The yield is 94.3%. RXN SMILES: [CH:1]1([N:4]2[C:13]3[C:8](=[CH:9][C:10]([F:28])=[C:11]([N:15]4[CH2:19][CH2:18][C@H:17]([NH:20]C(OC(C)(C)C)=O)[CH2:16]4)[C:12]=3[F:14])[C:7](=[O:29])[C:6]([C:30]([O:32][CH2:33][CH3:34])=[O:31])=[CH:5]2)[CH2:3][CH2:2]1>FC(F)(F)C(O)=O>[NH2:20][C@H:17]1[CH2:18][CH2:19][N:15]([C:11]2[C:12]([F:14])=[C:13]3[C:8]([C:7](=[O:29])[C:6]([C:30]([O:32][CH2:33][CH3:34])=[O:31])=[CH:5][N:4]3[CH:1]3[CH2:2][CH2:3]3)=[CH:9][C:10]=2[F:28])[CH2:16]1. Procedure: A solution of 23.9 g (50 mmol) of (S)-1-cyclopropyl-7-[3-[[(1,1-dimethylethoxy)carbonyl]amino]-1-pyrrolidinyl]-6,8-difluoro-1,4-dihydro-4-oxo-3-quinoline carboxylic acid, ethyl ester in 150 ml of trifluoroacetic acid was stirred at room temperature for four hours. The solvent was removed in vacuo and the residue was triturated with 5% sodium bicarbonate. The solid was removed by filtration, washed 5% sodium bicarbonate, water and dried in vacuo to give 17.8 g of the title compound, mp 227°-228°.